From a dataset of the Open Reaction Database (ORD), a public repository of structured organic reaction records. describe an organic reaction: reactants, conditions, products, and yield Reactants: CCCCCCCC(=O)Cl, Cc1ccccc1, O=Cc1ccc(O)cc1, c1ccncc1. Yields the product CCCCCCCC(=O)Oc1ccc(C=O)cc1. As a reaction SMILES: [C:10]([CH2:11][CH2:12][CH2:13][CH2:14][CH2:15][CH2:16][CH3:17])(=[O:18])[Cl:19].[CH3:20][c:21]1[cH:22][cH:23][cH:24][cH:25][cH:26]1.[OH:1][c:2]1[cH:3][cH:4][c:5]([CH:6]=[O:7])[cH:8][cH:9]1.[cH:27]1[cH:28][cH:29][n:30][cH:31][cH:32]1>>[O:1]([c:2]1[cH:3][cH:4][c:5]([CH:6]=[O:7])[cH:8][cH:9]1)[C:10]([CH2:11][CH2:12][CH2:13][CH2:14][CH2:15][CH2:16][CH3:17])=[O:18]. Starting materials: ClC1=NN2C(C(=CC=C2)C2=C(C=CC(=C2)Cl)OCC(F)F)=N1 (2-chloro-8-[5-chloro-2-(2,2-difluoro-ethoxy)-phenyl]-[1,2,4]-triazolo[1,5-a]pyridine), C(C)(C)(C)OC(=O)N1CCC2=C(CC1)C=CC(=C2)N (7-amino-1,2,4,5-tetrahydro-3-benzazepine-3-carboxylic acid tert-butyl ester), 311b. The product is C(C)(C)(C)OC(=O)N1CCC2=C(CC1)C=CC(=C2)NC2=NN1C(C(=CC=C1)C1=C(C=CC(=C1)Cl)OCC(F)F)=N2 (7-{8-[5-Chloro-2-(2,2-difluoro-ethoxy)-phenyl]-[1,2,4]triazolo[1,5-a]pyridin-2-ylamino}-1,2,4,5-tetrahydro-3-benzazepine-3-carboxylic acid tert-butyl ester), product. Isolated yield 33.0%. Reaction SMILES: Cl[C:2]1[N:22]=[C:5]2[C:6]([C:10]3[CH:15]=[C:14]([Cl:16])[CH:13]=[CH:12][C:11]=3[O:17][CH2:18][CH:19]([F:21])[F:20])=[CH:7][CH:8]=[CH:9][N:4]2[N:3]=1.[C:23]([O:27][C:28]([N:30]1[CH2:36][CH2:35][C:34]2[CH:37]=[CH:38][C:39]([NH2:41])=[CH:40][C:33]=2[CH2:32][CH2:31]1)=[O:29])([CH3:26])([CH3:25])[CH3:24]>>[C:23]([O:27][C:28]([N:30]1[CH2:36][CH2:35][C:34]2[CH:37]=[CH:38][C:39]([NH:41][C:2]3[N:22]=[C:5]4[C:6]([C:10]5[CH:15]=[C:14]([Cl:16])[CH:13]=[CH:12][C:11]=5[O:17][CH2:18][CH:19]([F:21])[F:20])=[CH:7][CH:8]=[CH:9][N:4]4[N:3]=3)=[CH:40][C:33]=2[CH2:32][CH2:31]1)=[O:29])([CH3:26])([CH3:24])[CH3:25]. Procedure details: 7-{8-[5-Chloro-2-(2,2-difluoro-ethoxy)-phenyl]-[1,2,4]triazolo[1,5-a]pyridin-2-ylamino}-1,2,4,5-tetrahydro-3-benzazepine-3-carboxylic acid tert-butyl ester was prepared from 2-chloro-8-[5-chloro-2-(2,2-difluoro-ethoxy)-phenyl]-[1,2,4]-triazolo[1,5-a]pyridine (0.215 g, 625 mmol) and 7-amino-1,2,4,5-tetrahydro-3-benzazepine-3-carboxylic acid tert-butyl ester (0.245 g, 937 mmol) in a manner analogous to Example 311a and 311b to give product (0.117 g, 33%). 1H NMR (400 MHz, (D3C)2SO, δ, ppm): 9.52 (... Starting materials: BrCC1=C(C(=O)OCC)C=CN=C1Cl (ethyl 3-(bromomethyl)-2-chloroisonicotinate), Cl.CC=1C=C(N=NC1OCC(F)(F)F)CN ((5-methyl-6-(2,2,2-trifluoroethoxy)pyridazin-3-yl)methanamine hydrochloride). Product: ClC1=NC=CC2=C1CN(C2=O)CC=2N=NC(=C(C2)C)OCC(F)(F)F (4-chloro-2-((5-methyl-6-(2,2,2-trifluoroethoxy)pyridazin-3-yl)methyl)-2,3-dihydro-1H-pyrrolo[3,4-c]pyridin-1-one). The yield is 51.0%. As a reaction SMILES: Br[CH2:2][C:3]1[C:13]([Cl:14])=[N:12][CH:11]=[CH:10][C:4]=1[C:5]([O:7]CC)=O.Cl.[CH3:16][C:17]1[CH:18]=[C:19]([CH2:29][NH2:30])[N:20]=[N:21][C:22]=1[O:23][CH2:24][C:25]([F:28])([F:27])[F:26]>>[Cl:14][C:13]1[C:3]2[CH2:2][N:30]([CH2:29][C:19]3[N:20]=[N:21][C:22]([O:23][CH2:24][C:25]([F:28])([F:27])[F:26])=[C:17]([CH3:16])[CH:18]=3)[C:5](=[O:7])[C:4]=2[CH:10]=[CH:11][N:12]=1 |f:1.2|. Procedure details: The title compound is prepared in 51% yield (170 mg, off white solid) from ethyl 3-(bromomethyl)-2-chloroisonicotinate (250 mg, 0.90 mmol, Step-1 of Intermediate-1) and (5-methyl-6-(2,2,2-trifluoroethoxy)pyridazin-3-yl)methanamine hydrochloride (230 mg, 0.90 mmol, Amine-50) in a similar manner to Intermediate-2.